Dataset: the Open Reaction Database (ORD), a public repository of structured organic reaction records. Task: describe an organic reaction: reactants, conditions, products, and yield The reactants are C(C)(C)(C)OC(=O)N1CCC(CC1)N1N=CC(=C1)C=1C=NC(=C(C1)C=1N=CC2=CC(=CC=C2C1)OC)N (4-{4-[6-amino-5-(7-methoxyisoquinolin-3-yl)-pyridin-3-yl]-pyrazol-1-yl}-piperidine-1-carboxylic acid tert-butyl ester), B(Br)(Br)Br (boron tribromide), C(=O)([O-])[O-].[Na+].[Na+] (Na2CO3). Run in C(Cl)Cl (DCM), C(Cl)Cl (DCM). Reaction conditions: temperature 0 celsius. Yields the product NC1=NC=C(C=C1C=1N=CC2=CC(=CC=C2C1)O)C=1C=NN(C1)C1CCNCC1 (3-[2-Amino-5-(1-piperidin-4-yl-1H-pyrazol-4-yl)-pyridin-3-yl]-isoquinolin-7-ol). As a reaction SMILES: C(OC([N:8]1[CH2:13][CH2:12][CH:11]([N:14]2[CH:18]=[C:17]([C:19]3[CH:20]=[N:21][C:22]([NH2:37])=[C:23]([C:25]4[N:26]=[CH:27][C:28]5[C:33]([CH:34]=4)=[CH:32][CH:31]=[C:30]([O:35]C)[CH:29]=5)[CH:24]=3)[CH:16]=[N:15]2)[CH2:10][CH2:9]1)=O)(C)(C)C.B(Br)(Br)Br.C([O-])([O-])=O.[Na+].[Na+]>C(Cl)Cl>[NH2:37][C:22]1[C:23]([C:25]2[N:26]=[CH:27][C:28]3[C:33]([CH:34]=2)=[CH:32][CH:31]=[C:30]([OH:35])[CH:29]=3)=[CH:24][C:19]([C:17]2[CH:16]=[N:15][N:14]([CH:11]3[CH2:12][CH2:13][NH:8][CH2:9][CH2:10]3)[CH:18]=2)=[CH:20][N:21]=1 |f:2.3.4|. Reported procedure: Into the DCM (5 ml) solution of 4-{4-[6-amino-5-(7-methoxyisoquinolin-3-yl)-pyridin-3-yl]-pyrazol-1-yl}-piperidine-1-carboxylic acid tert-butyl ester (101 mg, 0.171 mmol), cooled in an ice/water bath, was added 1.00 M of boron tribromide in DCM (2.0 ml) over 5 min. The mixture was stirred at 0° C. and warmed to rt overnight. After that time, the mixture was basified with saturated Na2CO3 until pH 10 and extracted with EtOAc (3×30 ml). The extracts were washed with brine (2×20 ml), dried over MgS... Yields the product COc1cc2c(cc1C(C)=C(F)C=CC(C)=CC(=O)O)C(C(C)C)=CC(C)(C)O2. Reactants: C1CCOC1, CCO, CCOC(=O)C=C(C)C=CC(F)=C(C)c1cc2c(cc1OC)OC(C)(C)C=C2C(C)C, [Na+], [OH-]. Reaction SMILES: [CH2:37]1[O:38][CH2:39][CH2:40][CH2:41]1.[CH3:34][CH2:35][OH:36].[F:1][C:2]([CH:3]=[CH:4][C:5](=[CH:6][C:7](=[O:8])[O:9][CH2:10][CH3:11])[CH3:12])=[C:13]([CH3:14])[c:15]1[cH:16][c:17]2[c:22]([cH:23][c:24]1[O:25][CH3:26])[O:21][C:20]([CH3:27])([CH3:28])[CH:19]=[C:18]2[CH:29]([CH3:30])[CH3:31].[Na+:33].[OH-:32]>>[F:1][C:2]([CH:3]=[CH:4][C:5](=[CH:6][C:7](=[O:8])[OH:9])[CH3:12])=[C:13]([CH3:14])[c:15]1[cH:16][c:17]2[c:22]([cH:23][c:24]1[O:25][CH3:26])[O:21][C:20]([CH3:27])([CH3:28])[CH:19]=[C:18]2[CH:29]([CH3:30])[CH3:31].